Dataset: the Open Reaction Database (ORD), a public repository of structured organic reaction records. Task: describe an organic reaction: reactants, conditions, products, and yield Reactants: [N+](=O)([O-])CC12CCCN2CCC1 (7a-nitromethyl-2,3,5,6,7,7a-hexahydro-1H-pyrrolizine), alcohol, alcohol, CO (methanol), C(C)O (ethanol), C([O-])([O-])=O (carbonate). Run in C(CC)O (n-propanol), O (water), C(C)(C)O (i-propanol), O (water). Conditions: time 3.25 hour. The product is NCC12CCCN2CCC1 (7a-aminomethyl-2,3,5,6,7,7a-hexahydro-1H-pyrrolizine). RXN SMILES: [N+:1]([CH2:4][C:5]12[CH2:12][CH2:11][CH2:10][N:9]1[CH2:8][CH2:7][CH2:6]2)([O-])=O.CO.C(O)C.C(=O)([O-])[O-]>O.C(O)(C)C.C(O)CC>[NH2:1][CH2:4][C:5]12[CH2:12][CH2:11][CH2:10][N:9]1[CH2:8][CH2:7][CH2:6]2. Procedure details: Among two types of said reducing reaction, the former type reaction will be completed within 0.5 to 6 hours, when 1 equivalent amount of 7a-nitromethyl-2,3,5,6,7,7a-hexahydro-1H-pyrrolizine or a salt thereof and 3 to 10 equivalent amount of the acid and 3 to 10 equivalent amount of the metal or the metal salt were dissolved in a suitable solvent to stir the mixture at room temperature. As the solvent, methanol, ethanol, n-propanol, i-propanol or the like alcohol; water; or a mixture of water and... The reactants are C(C1=CC=CC=C1)N1C[C@]2(CCC3=C([C@@H]2C1)C=CC(=C3Cl)Br)C (trans-2-benzyl-7-bromo-6-chloro-3a-methyl-2,3,3a,4,5,9b-hexahydro-1H-benzo[e]isoindole), C[O-].[Na+] (sodium methoxide), C(C)(=O)OCC (ethyl acetate). The reagents and catalysts are [Cu]Br (copper(I) bromide). Solvent: CO (MeOH). Run at temperature 120 celsius. The product is C(C1=CC=CC=C1)N1C[C@]2(CCC3=C([C@@H]2C1)C=CC(=C3Cl)OC)C (trans-2-benzyl-6-chloro-7-methoxy-3a-methyl-2,3,3a,4,5,9b-hexahydro-1H-benzo[e]isoindole). Isolated yield 11.0%. Reaction SMILES: [CH2:1]([N:8]1[CH2:16][C@@H:15]2[C@:10]([CH3:23])([CH2:11][CH2:12][C:13]3[C:20]([Cl:21])=[C:19](Br)[CH:18]=[CH:17][C:14]=32)[CH2:9]1)[C:2]1[CH:7]=[CH:6][CH:5]=[CH:4][CH:3]=1.C[O-].[Na+].[C:27](OCC)(=[O:29])C>CO.[Cu]Br>[CH2:1]([N:8]1[CH2:16][C@@H:15]2[C@:10]([CH3:23])([CH2:11][CH2:12][C:13]3[C:20]([Cl:21])=[C:19]([O:29][CH3:27])[CH:18]=[CH:17][C:14]=32)[CH2:9]1)[C:2]1[CH:7]=[CH:6][CH:5]=[CH:4][CH:3]=1 |f:1.2|. Procedure details: A mixture of trans-2-benzyl-7-bromo-6-chloro-3a-methyl-2,3,3a,4,5,9b-hexahydro-1H-benzo[e]isoindole (0.704 mmol, 275 mg), sodium methoxide (8.75 mmol, 2 ml, 1890 mg), copper(I) bromide (0.352 mmol, 51.5 mg) and ethyl acetate (0.699 mmol, 69 μl, 62.2 mg) in MeOH (2 ml) was heated in a microwave reactor at 120° C. for 0.5 h. The reaction mixture was partitioned between DCM and water and the aqueous was further extracted with DCM. The combined organic extracts were dried over Na2SO4 and concentrate... Starting materials: CC1=CC=C(C=C1)N1C=NC=C1 (1-(4-Methylphenyl)imidazole), BrCC (bromoethane). Solvent: C1CCOC1 (THF). Yields the product [Br-].CC1=CC=C(C=C1)[N+]1=CN(C=C1)CC (1-(4-methylphenyl)-3-ethyl imidazolium bromide). As a reaction SMILES: [CH3:1][C:2]1[CH:7]=[CH:6][C:5]([N:8]2[CH:12]=[CH:11][N:10]=[CH:9]2)=[CH:4][CH:3]=1.[Br:13][CH2:14][CH3:15]>C1COCC1>[Br-:13].[CH3:1][C:2]1[CH:3]=[CH:4][C:5]([N+:8]2[CH:12]=[CH:11][N:10]([CH2:14][CH3:15])[CH:9]=2)=[CH:6][CH:7]=1 |f:3.4|. Procedure: According to the general synthesis procedure 6.32 mmol (1.00 g) 1-(4-Methylphenyl)imidazole and 7.58 mmol (0.826 g, 0.60 ml) bromoethane are dissolved in 5 ml THF and heated for 7 h to 90° C. Reactants: CCCCN(C)C(=O)CSCCCCCOc1ccc(C2=C(c3ccccc3)CCCc3cc(OC4CCCCO4)ccc32)cc1, CO, O, O=C(O)C(=O)O. Yields the product CCCCN(C)C(=O)CSCCCCCOc1ccc(C2=C(c3ccccc3)CCCc3cc(O)ccc32)cc1. Reaction SMILES: [CH2:1]([CH2:2][CH2:3][CH3:4])[N:5]([C:6]([CH2:7][S:8][CH2:9][CH2:10][CH2:11][CH2:12][CH2:13][O:14][c:15]1[cH:16][cH:17][c:18]([C:21]2=[C:22]([c:39]3[cH:40][cH:41][cH:42][cH:43][cH:44]3)[CH2:23][CH2:24][CH2:25][c:26]3[c:27]2[cH:28][cH:29][c:30]([O:32][CH:33]2[CH2:34][CH2:35][CH2:36][CH2:37][O:38]2)[cH:31]3)[cH:19][cH:20]1)=[O:45])[CH3:46].[CH3:53][OH:54].[OH2:55].[OH:47][C:48]([C:49](=[O:50])[OH:51])=[O:52]>>[CH2:1]([CH2:2][CH2:3][CH3:4])[N:5]([C:6]([CH2:7][S:8][CH2:9][CH2:10][CH2:11][CH2:12][CH2:13][O:14][c:15]1[cH:16][cH:17][c:18]([C:21]2=[C:22]([c:39]3[cH:40][cH:41][cH:42][cH:43][cH:44]3)[CH2:23][CH2:24][CH2:25][c:26]3[c:27]2[cH:28][cH:29][c:30]([OH:32])[cH:31]3)[cH:19][cH:20]1)=[O:45])[CH3:46]. Starting materials: CCO, N#Cc1ccc(C(=O)Nc2ccc(N3CCCCC3)cc2N2CCCCC2)o1, NO. Yields the product N=C(NO)c1ccc(C(=O)Nc2ccc(N3CCCCC3)cc2N2CCCCC2)o1. RXN SMILES: [CH3:31][CH2:32][OH:33].[N:1]1([c:7]2[c:8]([NH:19][C:20](=[O:21])[c:22]3[o:23][c:24]([C:27]#[N:28])[cH:25][cH:26]3)[cH:9][cH:10][c:11]([N:13]3[CH2:14][CH2:15][CH2:16][CH2:17][CH2:18]3)[cH:12]2)[CH2:2][CH2:3][CH2:4][CH2:5][CH2:6]1.[NH2:29][OH:30]>>[N:1]1([c:7]2[c:8]([NH:19][C:20](=[O:21])[c:22]3[o:23][c:24]([C:27](=[NH:28])[NH:29][OH:30])[cH:25][cH:26]3)[cH:9][cH:10][c:11]([N:13]3[CH2:14][CH2:15][CH2:16][CH2:17][CH2:18]3)[cH:12]2)[CH2:2][CH2:3][CH2:4][CH2:5][CH2:6]1.